Dataset: the Open Reaction Database (ORD), a public repository of structured organic reaction records. Task: describe an organic reaction: reactants, conditions, products, and yield Reactants: C1CCOC1, CO, CCOC(=O)C1(c2cc(OCC3CC3)c(Cl)c(-c3ccc(C(F)(F)F)cc3)c2)CCC1, [Li+], [OH-], O. Yields the product O=C(O)C1(c2cc(OCC3CC3)c(Cl)c(-c3ccc(C(F)(F)F)cc3)c2)CCC1. Reaction SMILES: [CH2:36]1[O:37][CH2:38][CH2:39][CH2:40]1.[CH3:34][OH:35].[Cl:1][c:2]1[c:3]([O:27][CH2:28][CH:29]2[CH2:30][CH2:31]2)[cH:4][c:5]([C:18]2([C:22](=[O:23])[O:24][CH2:25][CH3:26])[CH2:19][CH2:20][CH2:21]2)[cH:6][c:7]1-[c:8]1[cH:9][cH:10][c:11]([C:14]([F:15])([F:16])[F:17])[cH:12][cH:13]1.[Li+:33].[OH-:32].[OH2:41]>>[Cl:1][c:2]1[c:3]([O:27][CH2:28][CH:29]2[CH2:30][CH2:31]2)[cH:4][c:5]([C:18]2([C:22](=[O:23])[OH:24])[CH2:19][CH2:20][CH2:21]2)[cH:6][c:7]1-[c:8]1[cH:9][cH:10][c:11]([C:14]([F:15])([F:16])[F:17])[cH:12][cH:13]1. The reactants are ice, C(C)(=O)O (acetic acid), S(O)(O)(=O)=O (sulfuric acid), C1(=CC=CC=C1)OC (anisol), OCNC(CCl)=O (N-hydroxymethyl-2-chloroacetamide). Solvent: O (water). Reaction conditions: time 30 minute. Product: COC1=CC=C(C=C1)CNC(CCl)=O (N-(4-methoxyphenylmethyl)-2-chloroacetamide). The yield is 40.6%. Reaction SMILES: C(O)(=O)C.S(=O)(=O)(O)O.[C:10]1([O:16][CH3:17])[CH:15]=[CH:14][CH:13]=[CH:12][CH:11]=1.O[CH2:19][NH:20][C:21](=[O:24])[CH2:22][Cl:23]>O>[CH3:17][O:16][C:10]1[CH:15]=[CH:14][C:13]([CH2:19][NH:20][C:21](=[O:24])[CH2:22][Cl:23])=[CH:12][CH:11]=1. Procedure details: Into an ice-cooled mixture of 80 ml of acetic acid and 20 ml of 95% sulfuric acid, 16 g of anisol and 12.4 g of N-hydroxymethyl-2-chloroacetamide (refer to Beilsteins, Handbuch der Organischen Chemie, Vol. 2, 200) were added under agitation, and after stirring the reaction mixture for 30 min, it was left stand still for 2 days. Then, the reaction mixture was poured into iced water and the thus deposited white crystals were collected by filtration. The crystals were recrystallized from an aqueous... The reactants are CC(=O)OC(C)C, CCC(C)(C)C(=O)Cl, CCN(C(C)C)C(C)C, I, COC(=O)CCS. Reaction SMILES: [C:26]([O:27][CH:28]([CH3:29])[CH3:30])(=[O:31])[CH3:32].[CH3:17][C:18]([C:19](=[O:20])[Cl:21])([CH2:22][CH3:23])[CH3:24].[CH:1]([N:2]([CH2:3][CH3:4])[CH:5]([CH3:6])[CH3:7])([CH3:8])[CH3:9].[I:25].[SH:10][CH2:11][CH2:12][C:13](=[O:14])[O:15][CH3:16]>>[S:10]([CH2:11][CH2:12][C:13](=[O:14])[O:15][CH3:16])[C:19]([C:18]([CH3:17])([CH2:22][CH3:23])[CH3:24])=[O:20]. The product is CCC(C)(C)C(=O)SCCC(=O)OC. Reactants: COC(C1=C(C=C(C(=O)N)C=C1)Cl)=O (2-Chloro-terephthalamic acid methyl ester), COC(C)(N(C)C)OC (N,N-dimethylacetamide dimethyl acetal). Reaction conditions: temperature 90 celsius. The product is COC(C1=C(C=C(C(=O)N=C(C)N(C)C)C=C1)Cl)=O (2-Chloro N-(1-dimethylaminoethylidene)-terephthalamic acid methyl ester). RXN SMILES: [CH3:1][O:2][C:3](=[O:14])[C:4]1[CH:12]=[CH:11][C:7]([C:8]([NH2:10])=[O:9])=[CH:6][C:5]=1[Cl:13].CO[C:17](OC)([N:19]([CH3:21])[CH3:20])[CH3:18]>>[CH3:1][O:2][C:3](=[O:14])[C:4]1[CH:12]=[CH:11][C:7]([C:8]([N:10]=[C:17]([N:19]([CH3:21])[CH3:20])[CH3:18])=[O:9])=[CH:6][C:5]=1[Cl:13]. Reported procedure: A mixture of 2-chloro-terephthalamic acid methyl ester of Step A (1.02 g, 4.8 mmol) and N,N-dimethylacetamide dimethyl acetal (3.5 mL, 23.9 mmol) was heated at 90° C. for 30 minutes under nitrogen. The solution was cooled, and excess reagent was removed under high vacuum to provide a brown oil which was used as such in the next step. As a reaction SMILES: [F:1][c:2]1[c:3]([N:10]2[CH2:11][CH2:12][N:13]([C:16](=[O:17])[O:18][CH3:19])[CH2:14][CH2:15]2)[cH:4][cH:5][cH:6][c:7]1[S:8][CH3:9].[Na+:23].[Na:29].[O-:20][OH:21].[O-:30][W:31](=[O:32])(=[O:33])[O-:34].[OH-:22].[S:24]([OH:25])(=[O:26])(=[O:27])[OH:28]>>[F:1][c:2]1[c:3]([N:10]2[CH2:11][CH2:12][N:13]([C:16](=[O:17])[O:18][CH3:19])[CH2:14][CH2:15]2)[cH:4][cH:5][cH:6][c:7]1[S:8]([CH3:9])(=[O:22])=[O:25]. The reactants are COC(=O)N1CCN(c2cccc(SC)c2F)CC1, [Na+], [Na], [O-]O, O=[W](=O)([O-])[O-], [OH-], O=S(=O)(O)O. Product: COC(=O)N1CCN(c2cccc(S(C)(=O)=O)c2F)CC1.